From a dataset of the Open Reaction Database (ORD), a public repository of structured organic reaction records. describe an organic reaction: reactants, conditions, products, and yield Starting materials: BrCCCCC1=CC=C(C=C1)CCCC (1-(4-Bromo-butyl)-4-butyl-benzene), N1=CC(=CC=C1)C (3-picoline). Run in C(C)#N (acetonitrile). Product: [Br-].C(CCC)C1=CC=C(C=C1)CCCC[N+]1=CC(=CC=C1)C (1-[4-(4-butyl-phenyl)-butyl]-3-methyl-pyridinium bromide). Isolated yield 75.0%. As a reaction SMILES: [Br:1][CH2:2][CH2:3][CH2:4][CH2:5][C:6]1[CH:11]=[CH:10][C:9]([CH2:12][CH2:13][CH2:14][CH3:15])=[CH:8][CH:7]=1.[N:16]1[CH:21]=[CH:20][CH:19]=[C:18]([CH3:22])[CH:17]=1>C(#N)C>[Br-:1].[CH2:12]([C:9]1[CH:10]=[CH:11][C:6]([CH2:5][CH2:4][CH2:3][CH2:2][N+:16]2[CH:21]=[CH:20][CH:19]=[C:18]([CH3:22])[CH:17]=2)=[CH:7][CH:8]=1)[CH2:13][CH2:14][CH3:15] |f:3.4|. Procedure: 1-(4-Bromo-butyl)-4-butyl-benzene (1 mmol) was added to a solution of 3-picoline (3 mmol) in acetonitrile and the solution refluxed for 24 hours. The acetonitrile was removed in vacuum, and the resulting residue was partitioned between ether and water. The aqueous layer was washed extensively with ether until no picoline was left in the aqueous layer. The resulting aqueous solution of the product was extracted with chloroform. The chloroform was removed to afford the product (75%). 1HNMR (300 MH... Reactants: N1N=CC(=C1)C1=CC=CC=2N1N=C(N2)NC2=CC=C(C=C2)OCCN2CCCC2 ([5-(1H-pyrazol-4-yl)-[1,2,4]triazolo[1,5-a]pyridin-2-yl]-[4-(2-pyrrolidin-1-yl-ethoxy)-phenyl]-amine), C([O-])([O-])=O.[K+].[K+] (potassium carbonate), BrCCCC (1-bromobutane). Solvent: CC(=O)N(C)C (dimethylacetamide). Run at time 18 hour. Product: C(CCC)N1N=CC(=C1)C1=CC=CC=2N1N=C(N2)NC2=CC=C(C=C2)OCCN2CCCC2 ([5-(1-Butyl-1H-pyrazol-4-yl)-[1,2,4]triazolo[1,5-a]pyridin-2-yl]-[4-(2-pyrrolidin-1-yl-ethoxy)-phenyl]-amine). Reaction SMILES: [NH:1]1[CH:5]=[C:4]([C:6]2[N:11]3[N:12]=[C:13]([NH:15][C:16]4[CH:21]=[CH:20][C:19]([O:22][CH2:23][CH2:24][N:25]5[CH2:29][CH2:28][CH2:27][CH2:26]5)=[CH:18][CH:17]=4)[N:14]=[C:10]3[CH:9]=[CH:8][CH:7]=2)[CH:3]=[N:2]1.C(=O)([O-])[O-].[K+].[K+].Br[CH2:37][CH2:38][CH2:39][CH3:40]>CC(N(C)C)=O>[CH2:37]([N:2]1[CH:3]=[C:4]([C:6]2[N:11]3[N:12]=[C:13]([NH:15][C:16]4[CH:17]=[CH:18][C:19]([O:22][CH2:23][CH2:24][N:25]5[CH2:29][CH2:28][CH2:27][CH2:26]5)=[CH:20][CH:21]=4)[N:14]=[C:10]3[CH:9]=[CH:8][CH:7]=2)[CH:5]=[N:1]1)[CH2:38][CH2:39][CH3:40] |f:1.2.3|. Procedure: To a stirred solution of [5-(1H-pyrazol-4-yl)-[1,2,4]triazolo[1,5-a]pyridin-2-yl]-[4-(2-pyrrolidin-1-yl-ethoxy)-phenyl]-amine (0.05 g, 0.128 mmol) in dimethylacetamide (1 ml) was added potassium carbonate (265 mg, 0.192 mmol) followed by 1-bromobutane (13 μl, 0.115 mmol). The mixture was stirred for 18 hours at room temperature, then filtered and concentrated in vacuo. The product was purified by preparatory HPLC to yield the desired product. LCMS: RT: 2.56 min, MI: 446, Method: 2; 1H NMR (DMSO,... The reactants are O (water), N1N=C(C2=CC=CC=C12)/C=C/C1=C(C=CC=C1)N ((E)-2-[2-(1H-indazol-3-yl)vinyl]phenylamine), N1=CC=CC=C1 (pyridine), N1=C2C(=CC=C1)C(=O)OC2=O (2,3-pyridinedicarboxylic anhydride), C1CCOC1 (THF). Reaction conditions: time 1.5 hour. The product is N1N=C(C2=CC=CC=C12)/C=C/C1=C(C=CC=C1)NC(=O)C1=C(C(=O)O)C=CC=N1 ((E)-2-{2-[2-(1H-indazol-3-yl)vinyl]phenylcarbamoyl}nicotinic acid), N1N=C(C2=CC=CC=C12)/C=C/C1=C(C=CC=C1)NC(=O)C=1C(=NC=CC1)C(=O)O ((E)-3-{2-[2-(1H-indazol-3-yl)vinyl]phenylcarbamoyl}pyridine-2-carboxylic acid). The yield is 76.2%. RXN SMILES: [NH:1]1[C:9]2[C:4](=[CH:5][CH:6]=[CH:7][CH:8]=2)[C:3](/[CH:10]=[CH:11]/[C:12]2[CH:17]=[CH:16][CH:15]=[CH:14][C:13]=2[NH2:18])=[N:2]1.N1C=CC=CC=1.[N:25]1[CH:30]=[CH:29][CH:28]=[C:27]2[C:31]([O:33][C:34](=[O:35])[C:26]=12)=[O:32].O.C1COCC1>>[NH:1]1[C:9]2[C:4](=[CH:5][CH:6]=[CH:7][CH:8]=2)[C:3](/[CH:10]=[CH:11]/[C:12]2[CH:17]=[CH:16][CH:15]=[CH:14][C:13]=2[NH:18][C:34]([C:26]2[N:25]=[CH:30][CH:29]=[CH:28][C:27]=2[C:31]([OH:33])=[O:32])=[O:35])=[N:2]1.[NH:1]1[C:9]2[C:4](=[CH:5][CH:6]=[CH:7][CH:8]=2)[C:3](/[CH:10]=[CH:11]/[C:12]2[CH:17]=[CH:16][CH:15]=[CH:14][C:13]=2[NH:18][C:31]([C:27]2[C:26]([C:34]([OH:35])=[O:33])=[N:25][CH:30]=[CH:29][CH:28]=2)=[O:32])=[N:2]1. Procedure details: To a solution of Compound 2 (0.10 g, 0.43 mmol) in THF (2.0 mL), pyridine (0.10 μL, 1.3 mmol) and 2,3-pyridinedicarboxylic anhydride (76 mg, 0.51 mmol) were added and stirred at room temperature for 1.5 hours. The reaction mixture was added with water, extracted with ethyl acetate and the organic layer was concentrated under reduced pressure. The residue was purified by silica gel column chromatography (chloroform to chloroform/methanol=90/10), crystallized from ethyl acetate to obtain (E)-2-{2-... Yields the product CC(C)(C)OC(=O)C([O-])=CC(=O)c1ccco1, [Li+]. As a reaction SMILES: [C:19]([C:20](=[O:21])[O:22][C:23]([CH3:24])([CH3:25])[CH3:26])(=[O:27])[O:28][C:29]([CH3:30])([CH3:31])[CH3:32].[CH2:33]([O:34][CH2:35][CH3:36])[CH3:37].[CH3:11][C:12](=[O:13])[c:14]1[cH:15][cH:16][cH:17][o:18]1.[CH3:2][Si:3]([N-:4][Si:5]([CH3:6])([CH3:7])[CH3:8])([CH3:9])[CH3:10].[Li+:1]>>[CH:11]([C:12](=[O:13])[c:14]1[cH:15][cH:16][cH:17][o:18]1)=[C:19]([C:20](=[O:21])[O:22][C:23]([CH3:24])([CH3:25])[CH3:26])[O-:27].[Li+:1]. The reactants are CC(C)(C)OC(=O)C(=O)OC(C)(C)C, CCOCC, CC(=O)c1ccco1, C[Si](C)(C)[N-][Si](C)(C)C, [Li+]. Starting materials: Cc1ccc(Br)c(C)c1, O=C([O-])[O-], C1COCCO1, CCCCCC, COc1cccc(OC)c1-c1ccccc1P(C1CCCCC1)C1CCCCC1, [Cs+], [Cs+], CC(=O)[O-], CC(=O)[O-], O, [Pd+2]. The product is COCCOCc1ccc(C)cc1C. As a reaction SMILES: [Br:1][c:2]1[c:3]([CH3:9])[cH:4][c:5]([CH3:8])[cH:6][cH:7]1.[C:16](=[O:17])([O-:18])[O-:19].[CH2:10]1[CH2:11][O:12][CH2:13][CH2:14][O:15]1.[CH3:60][CH2:61][CH2:62][CH2:63][CH2:64][CH3:65].[CH:22]1([P:23]([CH:24]2[CH2:25][CH2:26][CH2:27][CH2:28][CH2:29]2)[c:30]2[cH:31][cH:32][cH:33][cH:34][c:35]2-[c:36]2[c:37]([O:38][CH3:39])[cH:40][cH:41][cH:42][c:43]2[O:44][CH3:45])[CH2:46][CH2:47][CH2:48][CH2:49][CH2:50]1.[Cs+:20].[Cs+:21].[O-:52][C:53]([CH3:54])=[O:55].[O-:56][C:57]([CH3:58])=[O:59].[OH2:66].[Pd+2:51]>>[c:2]1([CH2:14][O:15][CH2:10][CH2:11][O:12][CH3:13])[c:3]([CH3:9])[cH:4][c:5]([CH3:8])[cH:6][cH:7]1. The reactants are C1CCOC1, CO, CCOC(=O)C1(c2cc(Cl)c(OCC(F)(F)F)c(-c3ccc(C(F)(F)F)cc3)c2)CCC(C)(C)CC1, [Li+], [OH-], O, O. Yields the product CC1(C)CCC(C(=O)O)(c2cc(Cl)c(OCC(F)(F)F)c(-c3ccc(C(F)(F)F)cc3)c2)CC1. RXN SMILES: [CH2:42]1[O:43][CH2:44][CH2:45][CH2:46]1.[CH3:40][OH:41].[Cl:1][c:2]1[cH:3][c:4]([C:24]2([C:32](=[O:33])[O:34][CH2:35][CH3:36])[CH2:25][CH2:26][C:27]([CH3:30])([CH3:31])[CH2:28][CH2:29]2)[cH:5][c:6](-[c:14]2[cH:15][cH:16][c:17]([C:20]([F:21])([F:22])[F:23])[cH:18][cH:19]2)[c:7]1[O:8][CH2:9][C:10]([F:11])([F:12])[F:13].[Li+:39].[OH-:38].[OH2:37].[OH2:47]>>[Cl:1][c:2]1[cH:3][c:4]([C:24]2([C:32](=[O:33])[OH:34])[CH2:25][CH2:26][C:27]([CH3:30])([CH3:31])[CH2:28][CH2:29]2)[cH:5][c:6](-[c:14]2[cH:15][cH:16][c:17]([C:20]([F:21])([F:22])[F:23])[cH:18][cH:19]2)[c:7]1[O:8][CH2:9][C:10]([F:11])([F:12])[F:13]. The reactants are FC1=C(C=CC=C1C)CCCO (3-(2-fluoro-3-methyl-phenyl)-propan-1-ol), C=1C=C[NH+]=CC1.[O-][Cr](=O)(=O)Cl (PCC). The solvent is C(Cl)Cl (DCM). Yields the product FC1=C(C=CC=C1C)CCC=O (3-(2-fluoro-3-methyl-phenyl)-propionaldehyde). Yield: 60.2%. As a reaction SMILES: [F:1][C:2]1[C:7]([CH3:8])=[CH:6][CH:5]=[CH:4][C:3]=1[CH2:9][CH2:10][CH2:11][OH:12].C1C=C[NH+]=CC=1.[O-][Cr](Cl)(=O)=O>C(Cl)Cl>[F:1][C:2]1[C:7]([CH3:8])=[CH:6][CH:5]=[CH:4][C:3]=1[CH2:9][CH2:10][CH:11]=[O:12] |f:1.2|. Procedure: According to procedures described above, 3-(2-fluoro-3-methyl-phenyl)-propan-1-ol (300 mg, 1.78 mmol) was oxidized by PCC in DCM to give 178 mg (60%) of 3-(2-fluoro-3-methyl-phenyl)-propionaldehyde. LC-MS: tR=0.86 min; [M+H]+=no ionization.